This data is from the Open Reaction Database (ORD), a public repository of structured organic reaction records. The task is: describe an organic reaction: reactants, conditions, products, and yield The reactants are Nitro, CCCCCC.CCOC(=O)C (Hexane EtOAc), [N+](=O)([O-])C1=C(C=C(C(=O)NC2=CC=C(C=C2)C=2SC3=C(N2)C=CC(=C3)OC)C=C1)C(F)(F)F (4-nitro-3-trifluoromethyl-N-[4-(6-methoxybenzothiazol-2-yl)-phenyl]-benzamide), O.O.[Sn](Cl)Cl (tin (II) chloride dihydrate). The solvent is CCO (EtOH). Product: NC1=C(C=C(C(=O)NC2=CC=C(C=C2)C=2SC3=C(N2)C=CC(=C3)OC)C=C1)C(F)(F)F (4-Amino-3-trifluoromethyl-N-[4-(6-methoxybenzothiazol-2-yl)-phenyl]-benzamide). Yield: 73.1%. Reaction SMILES: [N+:1]([C:4]1[CH:29]=[CH:28][C:7]([C:8]([NH:10][C:11]2[CH:16]=[CH:15][C:14]([C:17]3[S:18][C:19]4[CH:25]=[C:24]([O:26][CH3:27])[CH:23]=[CH:22][C:20]=4[N:21]=3)=[CH:13][CH:12]=2)=[O:9])=[CH:6][C:5]=1[C:30]([F:33])([F:32])[F:31])([O-])=O.O.O.[Sn](Cl)Cl.CCCCCC.CCOC(C)=O>CCO>[NH2:1][C:4]1[CH:29]=[CH:28][C:7]([C:8]([NH:10][C:11]2[CH:16]=[CH:15][C:14]([C:17]3[S:18][C:19]4[CH:25]=[C:24]([O:26][CH3:27])[CH:23]=[CH:22][C:20]=4[N:21]=3)=[CH:13][CH:12]=2)=[O:9])=[CH:6][C:5]=1[C:30]([F:32])([F:33])[F:31] |f:1.2.3,4.5|. Procedure details: Prepared as described in the Nitro Reduction section using 4-nitro-3-trifluoromethyl-N-[4-(6-methoxybenzothiazol-2-yl)-phenyl]-benzamide (0.35 g, 0.74 mmol) and tin (II) chloride dihydrate (1.33 g, 5.91 mmol) in EtOH (7 ml) to give the title compound (0.24 g, 73%) as a pale yellow solid after work-up and flash chromatography (3:2 Hexane/EtOAc). Run at time 3 day. Solvent: C(C)O (ethanol). Yields the product ClC1=C(C(=CC=C1C)Cl)NS(=O)(=O)C1=NN2C(N=C(C=C2O)O)=N1 (N-(2,6-dichloro-3-methylphenyl)-5,7-dihydroxy-1,2,4-triazolo[1,5-a]pyrimidine-2-sulfonamide). The reactants are ClC1=C(C(=CC=C1C)Cl)NS(=O)(=O)C1=NNC(=N1)N (N-(2,6-dichloro-3-methylphenyl)-5-amino-1,2,4-triazole-3-sulfonamide), C(CC(=O)OC)(=O)OC (dimethyl malonate), [Na] (Sodium). Reaction SMILES: [Na].[Cl:2][C:3]1[C:8]([CH3:9])=[CH:7][CH:6]=[C:5]([Cl:10])[C:4]=1[NH:11][S:12]([C:15]1[N:19]=[C:18]([NH2:20])[NH:17][N:16]=1)(=[O:14])=[O:13].[C:21](OC)(=[O:27])[CH2:22][C:23](OC)=[O:24]>C(O)C>[Cl:2][C:3]1[C:8]([CH3:9])=[CH:7][CH:6]=[C:5]([Cl:10])[C:4]=1[NH:11][S:12]([C:15]1[N:19]=[C:18]2[N:20]=[C:21]([OH:27])[CH:22]=[C:23]([OH:24])[N:17]2[N:16]=1)(=[O:14])=[O:13] |^1:0|. Procedure details: Sodium (3.11 g, 135 mmol) was added to 250 ml of absolute ethanol in a 500 ml round bottom flask and allowed to react under nitrogen. N-(2,6-dichloro-3-methylphenyl)-5-amino-1,2,4-triazole-3-sulfonamide (14.5 g, 45 mmol) and then dimethyl malonate (11.9 g, 90 mmol) were added and the mixture heated at reflux with stirring for about three days. The mixture was then cooled with an ice bath and filtered to collect the solids. These were washed with hexane and dissolved in about 75 ml of cold water ... The reactants are CC(C)Oc1cccc2c1C(=O)CC2=O, Cl, O=[N+]([O-])O. Yields the product CC(C)Oc1cccc2c1C(=O)C([N+](=O)[O-])C2=O. RXN SMILES: [CH:1]([CH3:2])([CH3:3])[O:4][c:5]1[c:6]2[c:10]([cH:11][cH:12][cH:13]1)[C:9](=[O:14])[CH2:8][C:7]2=[O:15].[ClH:20].[OH:16][N+:17]([O-:18])=[O:19]>>[CH:1]([CH3:2])([CH3:3])[O:4][c:5]1[c:6]2[c:10]([cH:11][cH:12][cH:13]1)[C:9](=[O:14])[CH:8]([N+:17](=[O:16])[O-:18])[C:7]2=[O:15]. Starting materials: CCCCS(=O)(=O)Cl, CC(C)(C)OC(=O)N1CCC(Oc2cc(N3CCc4cc(S(C)(=O)=O)ccc43)ncn2)CC1, CCN(C(C)C)C(C)C, ClCCl, O=C(O)C(F)(F)F. Yields the product CCCCS(=O)(=O)N1CCC(Oc2cc(N3CCc4cc(S(C)(=O)=O)ccc43)ncn2)CC1. RXN SMILES: [CH2:50]([CH2:51][CH2:52][CH3:53])[S:54](=[O:55])(=[O:56])[Cl:57].[CH3:8][S:9](=[O:10])(=[O:11])[c:12]1[cH:13][c:14]2[c:18]([cH:19][cH:20]1)[N:17]([c:21]1[cH:22][c:23]([O:27][CH:28]3[CH2:29][CH2:30][N:31]([C:34]([O:35][C:36]([CH3:37])([CH3:38])[CH3:39])=[O:40])[CH2:32][CH2:33]3)[n:24][cH:25][n:26]1)[CH2:16][CH2:15]2.[CH:41]([N:42]([CH:43]([CH3:44])[CH3:45])[CH2:46][CH3:47])([CH3:48])[CH3:49].[Cl:58][CH2:59][Cl:60].[OH:1][C:2]([C:3]([F:4])([F:5])[F:6])=[O:7]>>[CH3:8][S:9](=[O:10])(=[O:11])[c:12]1[cH:13][c:14]2[c:18]([cH:19][cH:20]1)[N:17]([c:21]1[cH:22][c:23]([O:27][CH:28]3[CH2:29][CH2:30][N:31]([S:54]([CH2:50][CH2:51][CH2:52][CH3:53])(=[O:55])=[O:56])[CH2:32][CH2:33]3)[n:24][cH:25][n:26]1)[CH2:16][CH2:15]2. Starting materials: C(C)OC(=O)C1=C(CCC1)N1C(N(C2=C1C=CC=C2)CC2=CN(C1=CC=CC(=C21)C)C)=O (2-[3-(1,4-dimethyl-1H-indol-3-ylmethyl)-2-oxo-2,3-dihydro-benzimidazol-1-yl]-cyclopent-1-enecarboxylic acid ethyl ester), O.[OH-].[Li+] (lithium hydroxide monohydrate), C(C)(=O)O (acetic acid). Solvent: CO (methanol), O (water), O (water). Reaction conditions: time 8 hour. Product: CN1C=C(C2=C(C=CC=C12)C)CN1C(N(C2=C1C=CC=C2)C2=C(CCC2)C(=O)O)=O (2-[3-(1,4-dimethyl-1H-indol-3-ylmethyl)-2-oxo-2,3-dihydro-benzimidazol-1-yl]-cyclopent-1-enecarboxylic acid). Yield: 83.6%. RXN SMILES: C([O:3][C:4]([C:6]1[CH2:10][CH2:9][CH2:8][C:7]=1[N:11]1[C:15]2[CH:16]=[CH:17][CH:18]=[CH:19][C:14]=2[N:13]([CH2:20][C:21]2[C:29]3[C:24](=[CH:25][CH:26]=[CH:27][C:28]=3[CH3:30])[N:23]([CH3:31])[CH:22]=2)[C:12]1=[O:32])=[O:5])C.O.[OH-].[Li+].C(O)(=O)C>CO.O>[CH3:31][N:23]1[C:24]2[C:29](=[C:28]([CH3:30])[CH:27]=[CH:26][CH:25]=2)[C:21]([CH2:20][N:13]2[C:14]3[CH:19]=[CH:18][CH:17]=[CH:16][C:15]=3[N:11]([C:7]3[CH2:8][CH2:9][CH2:10][C:6]=3[C:4]([OH:5])=[O:3])[C:12]2=[O:32])=[CH:22]1 |f:1.2.3|. Reported procedure: A solution of 120 mg (0.28 mmol) of 2-[3-(1,4-dimethyl-1H-indol-3-ylmethyl)-2-oxo-2,3-dihydro-benzimidazol-1-yl]-cyclopent-1-enecarboxylic acid ethyl ester and 23 mg (0.56 mmol, 2.0 eq.) of lithium hydroxide monohydrate in 5 mL of methanol and 1 mL of water was stirred at room temperature for 2.5 days. Then the pH of the resulting mixture was adjusted to 3 with acetic acid and diluted with water. The precipitate was collected and washed with water. The isolated light pink solid was pumped overni...